From a dataset of the Open Reaction Database (ORD), a public repository of structured organic reaction records. describe an organic reaction: reactants, conditions, products, and yield Starting materials: BrBr (bromine), NC1=C(C=NN1C1=NC(=C(C=C1Cl)C(F)(F)F)Cl)C#N (5-Amino-4-cyano-1-(3,6-dichloro-5-trifluoromethyl-2-pyridyl)pyrazole), ice water, N(=O)OC(C)(C)C (tert-butyl nitrite). The solvent is C(Cl)(Cl)Cl (chloroform). Run at time 14 hour. Product: BrC1=C(C=NN1C1=NC(=C(C=C1Cl)C(F)(F)F)Cl)C#N (5-Bromo-4-cyano-1-(3,6-dichloro-5-trifluoromethyl-2-pyridyl)pyrazole). As a reaction SMILES: [Br:1]Br.N[C:4]1[N:8]([C:9]2[C:14]([Cl:15])=[CH:13][C:12]([C:16]([F:19])([F:18])[F:17])=[C:11]([Cl:20])[N:10]=2)[N:7]=[CH:6][C:5]=1[C:21]#[N:22].N(OC(C)(C)C)=O>C(Cl)(Cl)Cl>[Br:1][C:4]1[N:8]([C:9]2[C:14]([Cl:15])=[CH:13][C:12]([C:16]([F:19])([F:18])[F:17])=[C:11]([Cl:20])[N:10]=2)[N:7]=[CH:6][C:5]=1[C:21]#[N:22]. Procedure: 10.7 g (0.0667 mol) of bromine were added at 25° C. with stirring in the course of 10 minutes to 9.3 g (0.029 mol) of the compound from Example 3 in 200 ml of chloroform; 4.5 g [0.0435 mol] of tert-butyl nitrite were then added in the course of 5 minutes at the same temperature and the mixture was subsequently stirred for 14 hours. The reaction solution was stirred into 1 l of ice water and then extracted with methylene chloride. The organic extract was washed in the customary manner and dried, ... The reactants are BrC=1C=CC=C2C(CCOC12)CO ((8-bromo-3,4-dihydro-2H-chromen-4-yl)methanol), CN(C)CCN(C)C (TMEDA), CCOC(=O)C (EtOAc). Reagents/catalysts: [C-]#N.[C-]#N.[Zn+2] (Zn(CN)2), C=1C=CC(=CC1)/C=C/C(=O)/C=C/C2=CC=CC=C2.C=1C=CC(=CC1)/C=C/C(=O)/C=C/C2=CC=CC=C2.C=1C=CC(=CC1)/C=C/C(=O)/C=C/C2=CC=CC=C2.[Pd].[Pd] (Pd2(dba)3). Solvent: CN(C)C=O (DMF). Reaction conditions: temperature 100 celsius, time 5 minute. Yields the product OCC1CCOC2=C(C=CC=C12)C#N (4-(hydroxymethyl)-3,4-dihydro-2H-chromene-8-carbonitrile). Reaction SMILES: Br[C:2]1[CH:3]=[CH:4][CH:5]=[C:6]2[C:11]=1[O:10][CH2:9][CH2:8][CH:7]2[CH2:12][OH:13].[CH3:14][N:15](CCN(C)C)C.CCOC(C)=O>CN(C=O)C.[C-]#N.[C-]#N.[Zn+2].C1C=CC(/C=C/C(/C=C/C2C=CC=CC=2)=O)=CC=1.C1C=CC(/C=C/C(/C=C/C2C=CC=CC=2)=O)=CC=1.C1C=CC(/C=C/C(/C=C/C2C=CC=CC=2)=O)=CC=1.[Pd].[Pd]>[OH:13][CH2:12][CH:7]1[C:6]2[C:11](=[C:2]([C:14]#[N:15])[CH:3]=[CH:4][CH:5]=2)[O:10][CH2:9][CH2:8]1 |f:4.5.6,7.8.9.10.11|. Procedure: A solution of (8-bromo-3,4-dihydro-2H-chromen-4-yl)methanol (1 g, 4.12 mmol) in 3 mL of DMF was added Zn(CN)2 (481 mg, 4.12 mmol), Pd2(dba)3 (67 mg, 0.04 mmol), TMEDA (191 mg, 1.6 mmol), Xantphose (48 mg, 0.08 mmol), and the mixture was stirred under microwave irradiation for 5 min at 100° C. The mixture was added with 10 mL of EtOAc, washed with brine, dried over anhydrous Na2SO4 and concentrated. The residue was purified by prep-TLC to give 4-(hydroxymethyl)-3,4-dihydro-2H-chromene-8-carbonitr...